From a dataset of the Open Reaction Database (ORD), a public repository of structured organic reaction records. describe an organic reaction: reactants, conditions, products, and yield Starting materials: Nc1cnc(Br)cn1, O=C([O-])[O-], CCCCO, CC1(C)OB(c2ccc(C3(C#N)CCOCC3)cc2)OC1(C)C, [Na+], [Na+], c1ccc(P(c2ccccc2)(c2ccccc2)[Pd](P(c2ccccc2)(c2ccccc2)c2ccccc2)(P(c2ccccc2)(c2ccccc2)c2ccccc2)P(c2ccccc2)(c2ccccc2)c2ccccc2)cc1. Yields the product N#CC1(c2ccc(-c3cnc(N)cn3)cc2)CCOCC1. Reaction SMILES: [Br:30][c:31]1[n:32][cH:33][c:34]([NH2:37])[n:35][cH:36]1.[C:24](=[O:25])([O-:26])[O-:27].[CH2:38]([OH:39])[CH2:40][CH2:41][CH3:42].[CH3:1][C:2]1([CH3:3])[C:4]([CH3:5])([CH3:6])[O:7][B:8]([c:9]2[cH:10][cH:11][c:12]([C:15]3([C:21]#[N:22])[CH2:16][CH2:17][O:18][CH2:19][CH2:20]3)[cH:13][cH:14]2)[O:23]1.[Na+:28].[Na+:29].[cH:43]1[cH:44][cH:45][c:46]([P:47]([Pd:48]([P:49]([c:50]2[cH:51][cH:52][cH:53][cH:54][cH:55]2)([c:56]2[cH:57][cH:58][cH:59][cH:60][cH:61]2)[c:62]2[cH:63][cH:64][cH:65][cH:66][cH:67]2)([P:68]([c:69]2[cH:70][cH:71][cH:72][cH:73][cH:74]2)([c:75]2[cH:76][cH:77][cH:78][cH:79][cH:80]2)[c:81]2[cH:82][cH:83][cH:84][cH:85][cH:86]2)[P:87]([c:88]2[cH:89][cH:90][cH:91][cH:92][cH:93]2)([c:94]2[cH:95][cH:96][cH:97][cH:98][cH:99]2)[c:100]2[cH:101][cH:102][cH:103][cH:104][cH:105]2)([c:106]2[cH:107][cH:108][cH:109][cH:110][cH:111]2)[c:112]2[cH:113][cH:114][cH:115][cH:116][cH:117]2)[cH:118][cH:119]1>>[c:9]1(-[c:31]2[n:32][cH:33][c:34]([NH2:37])[n:35][cH:36]2)[cH:10][cH:11][c:12]([C:15]2([C:21]#[N:22])[CH2:16][CH2:17][O:18][CH2:19][CH2:20]2)[cH:13][cH:14]1. Starting materials: FC(C(=O)O)(F)F.FC(C(=O)O)(F)F.ClC=1C=NC=2NC=3C=CC=C(CCC4=C(C=CC(NC1N2)=C4)NC(CC4CCNCC4)=O)C3 (N-[6-chloro-2,4,8,22-tetraazatetracyclo[14.3.1.1(3,7).1(9,13)]docosa-1(20), 3(22),4,6,9(21),10,12,16,18-nonaen-12-yl]-2-piperidin-4-ylacetamide bis(trifluoroacetate)), N(=C=O)CC (isocyanato-ethane). Yields the product FC(C(=O)O)(F)F.ClC=1C=NC=2NC=3C=CC=C(CCC4=C(C=CC(NC1N2)=C4)NC(CC4CCN(CC4)C(=O)NCC)=O)C3 (4-(2-{[6-Chloro-2,4,8,22-tetraazatetracyclo[14.3.1.1(3,7).1(9,13)]docosa-1(20),3(22),4,6,9(21),10,12,16,18-nonaen-12-yl]amino}-2-oxoethyl)-N-ethylpiperidine-1-carboxamide trifluoroacetate). Yield: 77.0%. Reaction SMILES: [F:1][C:2]([F:7])([F:6])[C:3]([OH:5])=[O:4].FC(F)(F)C(O)=O.[Cl:15][C:16]1[CH:17]=[N:18][C:19]2[NH:20][C:21]3[CH:22]=[CH:23][CH:24]=[C:25]([CH:47]=3)[CH2:26][CH2:27][C:28]3[CH:36]=[C:32]([NH:33][C:34]=1[N:35]=2)[CH:31]=[CH:30][C:29]=3[NH:37][C:38](=[O:46])[CH2:39][CH:40]1[CH2:45][CH2:44][NH:43][CH2:42][CH2:41]1.[N:48]([CH2:51][CH3:52])=[C:49]=[O:50]>>[F:1][C:2]([F:7])([F:6])[C:3]([OH:5])=[O:4].[Cl:15][C:16]1[CH:17]=[N:18][C:19]2[NH:20][C:21]3[CH:22]=[CH:23][CH:24]=[C:25]([CH:47]=3)[CH2:26][CH2:27][C:28]3[CH:36]=[C:32]([NH:33][C:34]=1[N:35]=2)[CH:31]=[CH:30][C:29]=3[NH:37][C:38](=[O:46])[CH2:39][CH:40]1[CH2:45][CH2:44][N:43]([C:49]([NH:48][CH2:51][CH3:52])=[O:50])[CH2:42][CH2:41]1 |f:0.1.2,4.5|. Procedure: The desired compound was prepared according to the procedure of Example A9, step H using N-[6-chloro-2,4,8,22-tetraazatetracyclo[14.3.1.1(3,7).1(9,13)]docosa-1(20), 3(22),4,6,9(21),10,12,16,18-nonaen-12-yl]-2-piperidin-4-ylacetamide bis(trifluoroacetate) and isocyanato-ethane as starting materials in 77% yield. 1H NMR (300 MHz, DMSO-d6): δ 9.65 (s, 1H), 9.60 (s, 1H), 9.30 (s, 1H), 8.20 (s, 1H), 7.92 (s, 1H), 7.73 (s, 1H), 7.24 (d, 1H), 7.12 (m, 1H), 7.04 (d, 1H), 6.87 (d, 1H), 6.80 (d, 1H), 6.40... Yields the product Nc1cn2nc(Oc3cccc(NC(=O)c4cccc(C(F)(F)F)c4)c3)ccc2n1. Starting materials: CCOC(C)=O, CO, Cl, CC(C)(C)OC(=O)Nc1cn2nc(Oc3cccc(NC(=O)c4cccc(C(F)(F)F)c4)c3)ccc2n1. RXN SMILES: [C:38]([O:39][CH2:40][CH3:41])(=[O:42])[CH3:43].[CH3:45][OH:46].[ClH:44].[F:1][C:2]([c:3]1[cH:4][c:5]([C:6](=[O:7])[NH:8][c:9]2[cH:10][c:11]([O:12][c:13]3[cH:14][cH:15][c:16]4[n:17]([n:18]3)[cH:19][c:20]([NH:22][C:23](=[O:24])[O:25][C:26]([CH3:27])([CH3:28])[CH3:29])[n:21]4)[cH:30][cH:31][cH:32]2)[cH:33][cH:34][cH:35]1)([F:36])[F:37]>>[F:1][C:2]([c:3]1[cH:4][c:5]([C:6](=[O:7])[NH:8][c:9]2[cH:10][c:11]([O:12][c:13]3[cH:14][cH:15][c:16]4[n:17]([n:18]3)[cH:19][c:20]([NH2:22])[n:21]4)[cH:30][cH:31][cH:32]2)[cH:33][cH:34][cH:35]1)([F:36])[F:37]. Starting materials: C#CC1(COCc2ccccc2)CCC2(CC1)OCCO2, [Li]CCCC, Cc1ccc(C=O)cc1, [Cl-], [NH4+], C1CCOC1. Product: Cc1ccc(C(O)C#CC2(COCc3ccccc3)CCC3(CC2)OCCO3)cc1. Reaction SMILES: [CH2:1]([c:2]1[cH:3][cH:4][cH:5][cH:6][cH:7]1)[O:8][CH2:9][C:10]1([C:20]#[CH:21])[CH2:11][CH2:12][C:13]2([O:14][CH2:15][CH2:16][O:17]2)[CH2:18][CH2:19]1.[CH2:22]([Li:23])[CH2:24][CH2:25][CH3:26].[CH3:27][c:28]1[cH:29][cH:30][c:31]([CH:32]=[O:33])[cH:34][cH:35]1.[Cl-:36].[NH4+:37].[O:38]1[CH2:39][CH2:40][CH2:41][CH2:42]1>>[CH2:1]([c:2]1[cH:3][cH:4][cH:5][cH:6][cH:7]1)[O:8][CH2:9][C:10]1([C:20]#[C:21][CH:32]([c:31]2[cH:30][cH:29][c:28]([CH3:27])[cH:35][cH:34]2)[OH:33])[CH2:11][CH2:12][C:13]2([O:14][CH2:15][CH2:16][O:17]2)[CH2:18][CH2:19]1. Starting materials: COC=1C=C2C=CC(=C(C2=CC1)CC1=CC=C(C=C1)OCCN1CCCCC1)OS(=O)(=O)C(F)(F)F (trifluoromethanesulfonic acid 6-methoxy-1-[4-(2-piperidin-1-yl-ethoxy)-benzyl]-naphthalen-2-yl ester), FC=1C=C(C=CC1)B(O)O (3-fluorophenyl boronic acid), [F-].[Cs+] (cesium fluoride). Reagents/catalysts: Cl[Pd]([P](C1=CC=CC=C1)(C2=CC=CC=C2)C3=CC=CC=C3)([P](C4=CC=CC=C4)(C5=CC=CC=C5)C6=CC=CC=C6)Cl (trans-dichlorobis(triphenylphosphine)palladium). Conditions: temperature 85 celsius. Yields the product FC=1C=C(C=CC1)C1=C(C2=CC=C(C=C2C=C1)OC)CC1=CC=C(OCCN2CCCCC2)C=C1 (1-(2-{4-[2-(3-Fluorophenyl)-6-methoxy-naphthalen-1-ylmethyl]-phenoxy}-ethyl)-piperidine). Isolated yield 61.3%. Reaction SMILES: [CH3:1][O:2][C:3]1[CH:4]=[C:5]2[C:10](=[CH:11][CH:12]=1)[C:9]([CH2:13][C:14]1[CH:19]=[CH:18][C:17]([O:20][CH2:21][CH2:22][N:23]3[CH2:28][CH2:27][CH2:26][CH2:25][CH2:24]3)=[CH:16][CH:15]=1)=[C:8](OS(C(F)(F)F)(=O)=O)[CH:7]=[CH:6]2.[F:37][C:38]1[CH:39]=[C:40](B(O)O)[CH:41]=[CH:42][CH:43]=1.[F-].[Cs+]>Cl[Pd](Cl)([P](C1C=CC=CC=1)(C1C=CC=CC=1)C1C=CC=CC=1)[P](C1C=CC=CC=1)(C1C=CC=CC=1)C1C=CC=CC=1>[F:37][C:38]1[CH:43]=[C:42]([C:8]2[CH:7]=[CH:6][C:5]3[C:10](=[CH:11][CH:12]=[C:3]([O:2][CH3:1])[CH:4]=3)[C:9]=2[CH2:13][C:14]2[CH:19]=[CH:18][C:17]([O:20][CH2:21][CH2:22][N:23]3[CH2:28][CH2:27][CH2:26][CH2:25][CH2:24]3)=[CH:16][CH:15]=2)[CH:41]=[CH:40][CH:39]=1 |f:2.3,^1:51,70|. Procedure details: Charge a flask with trifluoromethanesulfonic acid 6-methoxy-1-[4-(2-piperidin-1-yl-ethoxy)-benzyl]-naphthalen-2-yl ester (2.0 g, 3.82 mmol), 3-fluorophenyl boronic acid (1.07 g, 7.64 mmol), trans-dichlorobis(triphenylphosphine)palladium II (536 mg, 0.76 mmol) and cesium fluoride (5.2 g, 34.4 mmol) along with 100 mL degassed acetonitrile and heat at 85° C. for 4 hours or until all the starting triflate is consumed. Cool the reaction, filter and purify on an SCX column eluting with 2N ammonia/meth... Reactants: C(C)(=O)OC1CC2=C(OC3=C2C=C(C=C3Cl)Br)CC1 (8-bromo-6-chloro-1,2,3,4-tetrahydrodibenzo[b,d]furan-2-yl acetate), C1(=CC=CC=C1)S(=O)[O-].[Na+] (sodium benzenesulfinate), di-palladium tris(dibenzylideneacetone), C([O-])([O-])=O.[Cs+].[Cs+] (cesium carbonate), CC1(C2=C(C(=CC=C2)P(C3=CC=CC=C3)C4=CC=CC=C4)OC5=C(C=CC=C51)P(C6=CC=CC=C6)C7=CC=CC=C7)C (xantphos). Solvent: C1(=CC=CC=C1)C (toluene). Conditions: temperature 110 celsius. The product is C(C)(=O)OC1CC2=C(OC3=C2C=C(C=C3Cl)S(=O)(=O)C3=CC=CC=C3)CC1 (6-chloro-8-(phenylsulfonyl)-1,2,3,4-tetrahydrodibenzo[b,d]furan-2-yl acetate). Yield: 56.1%. Reaction SMILES: [C:1]([O:4][CH:5]1[CH2:19][CH2:18][C:8]2[O:9][C:10]3[C:15]([Cl:16])=[CH:14][C:13](Br)=[CH:12][C:11]=3[C:7]=2[CH2:6]1)(=[O:3])[CH3:2].[C:20]1([S:26]([O-:28])=[O:27])[CH:25]=[CH:24][CH:23]=[CH:22][CH:21]=1.[Na+].C(=O)([O-])[O-].[Cs+].[Cs+].CC1(C)C2C(=C(P(C3C=CC=CC=3)C3C=CC=CC=3)C=CC=2)OC2C(P(C3C=CC=CC=3)C3C=CC=CC=3)=CC=CC1=2>C1(C)C=CC=CC=1>[C:1]([O:4][CH:5]1[CH2:19][CH2:18][C:8]2[O:9][C:10]3[C:15]([Cl:16])=[CH:14][C:13]([S:26]([C:20]4[CH:25]=[CH:24][CH:23]=[CH:22][CH:21]=4)(=[O:28])=[O:27])=[CH:12][C:11]=3[C:7]=2[CH2:6]1)(=[O:3])[CH3:2] |f:1.2,3.4.5|. Procedure details: A mixture of the product of step B (230 mg, 0.66 mmol), sodium benzenesulfinate (132 mg, 0.80 mmol), di-palladium-tris(dibenzylideneacetone) (60 mg, 0.07 mmol), cesium carbonate (322 mg, 0.99 mmol) and xantphos (76 mg, 0.13 mmol) was suspended in anhydrous toluene (4 mL). The reaction flask was purged with argon and heated at 110° C. for 5 h. After cooling, the reaction mixture was diluted with dichloromethane and filtered through a celite bed. The filtrate was concentrated in vacuo and the resi... Yields the product C(#N)C1=CC=C(CNC(C(C2=CC=CC=C2)SC)=O)C=C1 ((RS)-N-(4-cyano-benzyl)-2-methylsulfanyl-2-phenyl-acetamide). Yield: 80.0%. Reported procedure: To a stirred solution of sodium methanethiolate (0.43 g) at rt in methanol (15 ml) were added the (RS)-2-bromo-N-(4-cyano-benzyl)-2-phenyl-acetamide (0.5 g, example 81.1) and a catalytic amount of tetrabutyl ammonium iodide. The mixture was then stirred at rt for 1 hr. The mixture was concentrated. The residue was taken up in EtOAc, washed with 1.0 N and brine, dried over MgSO4, filtered and concentrated. The product was isolated by chromatography (silica gel, cyclohexane/EtOAc 2:1) to give (RS)... Run at time 1 hour. Reagents/catalysts: [I-].C(CCC)[N+](CCCC)(CCCC)CCCC (tetrabutyl ammonium iodide). The solvent is CO (methanol). RXN SMILES: [CH3:1][S-:2].[Na+].Br[CH:5]([C:18]1[CH:23]=[CH:22][CH:21]=[CH:20][CH:19]=1)[C:6]([NH:8][CH2:9][C:10]1[CH:15]=[CH:14][C:13]([C:16]#[N:17])=[CH:12][CH:11]=1)=[O:7]>CO.[I-].C([N+](CCCC)(CCCC)CCCC)CCC>[C:16]([C:13]1[CH:14]=[CH:15][C:10]([CH2:9][NH:8][C:6](=[O:7])[CH:5]([S:2][CH3:1])[C:18]2[CH:23]=[CH:22][CH:21]=[CH:20][CH:19]=2)=[CH:11][CH:12]=1)#[N:17] |f:0.1,4.5|. Reactants: C[S-].[Na+] (sodium methanethiolate), BrC(C(=O)NCC1=CC=C(C=C1)C#N)C1=CC=CC=C1 ((RS)-2-bromo-N-(4-cyano-benzyl)-2-phenyl-acetamide). Starting materials: COC([C@@H](NC(=O)OC(C)(C)C)C(C)C)=O (N-t-butoxycarbonyl-L-valine methyl ester), N1=C(C=CC=C1C)C (2,6-lutidine), [Si](C)(C)(C(C)(C)C)OS(=O)(=O)C(F)(F)F (t-butyldimethylsilyltrifluoromethane sulfonate), [Cl-].[NH4+] (ammonium chloride). Solvent: C(Cl)Cl (methylene chloride). Run at time 15 minute. Yields the product COC([C@@H](NC(=O)O[Si](C)(C)C(C)(C)C)C(C)C)=O (N-(t-Butyldimethylsilyloxycarbonyl)-valine methyl ester). As a reaction SMILES: [CH3:1][O:2][C:3](=[O:16])[C@H:4]([CH:13]([CH3:15])[CH3:14])[NH:5][C:6]([O:8]C(C)(C)C)=[O:7].N1C(C)=CC=CC=1C.[Si:25](OS(C(F)(F)F)(=O)=O)([C:28]([CH3:31])([CH3:30])[CH3:29])([CH3:27])[CH3:26].[Cl-].[NH4+]>C(Cl)Cl>[CH3:1][O:2][C:3](=[O:16])[C@H:4]([CH:13]([CH3:14])[CH3:15])[NH:5][C:6]([O:8][Si:25]([C:28]([CH3:31])([CH3:30])[CH3:29])([CH3:27])[CH3:26])=[O:7] |f:3.4|. Procedure details: To a methylene chloride solution (1.0 ml) of N-t-butoxycarbonyl-L-valine methyl ester (115.5 mg, 0.5 mmol) and 2,6-lutidine (0.116 ml, 1.0 mmol) was added dropwise t-butyldimethylsilyltrifluoromethane sulfonate (0.172 ml, 0.75 mmol) at room temperature in a nitrogen atmosphere. After the mixture was stirred for 15 minutes, a saturated aqueous solution of ammonium chloride (2 ml) was added to quench the reaction and extraction with ether was conducted. The organic layer was dried over anhydrous m...